Dataset: the Open Reaction Database (ORD), a public repository of structured organic reaction records. Task: describe an organic reaction: reactants, conditions, products, and yield Reactants: CSC1=NC(=C(C(=N1)Cl)[N+](=O)[O-])OC1=C(C=CC(=C1)C#N)OCC1=CC=CC=C1 (2-methylthio-4-chloro-5-nitro-6-(2-benzyloxy-5-cyanophenoxy)pyrimidine), ( K ), C(CO)(=O)OCC (ethyl glycolate). Product: ( P ), CSC1=NC(=C(C(=N1)OCC(=O)OCC)[N+](=O)[O-])OC1=C(C=CC(=C1)C#N)OCC1=CC=CC=C1 (2-methylthio-4-(ethoxycarbonyl)methoxy-5-nitro-6-(2-benzyloxy-5-cyanophenoxy)pyrimidine). As a reaction SMILES: [CH3:1][S:2][C:3]1[N:8]=[C:7](Cl)[C:6]([N+:10]([O-:12])=[O:11])=[C:5]([O:13][C:14]2[CH:19]=[C:18]([C:20]#[N:21])[CH:17]=[CH:16][C:15]=2[O:22][CH2:23][C:24]2[CH:29]=[CH:28][CH:27]=[CH:26][CH:25]=2)[N:4]=1.[C:30]([O:34][CH2:35][CH3:36])(=[O:33])[CH2:31][OH:32]>>[CH3:1][S:2][C:3]1[N:8]=[C:7]([O:32][CH2:31][C:30]([O:34][CH2:35][CH3:36])=[O:33])[C:6]([N+:10]([O-:12])=[O:11])=[C:5]([O:13][C:14]2[CH:19]=[C:18]([C:20]#[N:21])[CH:17]=[CH:16][C:15]=2[O:22][CH2:23][C:24]2[CH:29]=[CH:28][CH:27]=[CH:26][CH:25]=2)[N:4]=1. Reported procedure: In a similar manner, 2-methylthio-4-chloro-5-nitro-6-(2-benzyloxy-5-cyanophenoxy)pyrimidine, a compound of formula (K), is treated with ethyl glycolate, a compound of formula (P), to yield 2-methylthio-4-(ethoxycarbonyl)methoxy-5-nitro-6-(2-benzyloxy-5-cyanophenoxy)pyrimidine, a compound of formula (U).